From a dataset of the Open Reaction Database (ORD), a public repository of structured organic reaction records. describe an organic reaction: reactants, conditions, products, and yield Reactants: C(C1=CC=CC=C1)OC1=C(C=C(C(=C1)OCC1=CC=CC=C1)N=[N+]=[N-])C(C)C (1,5-bis-benzyloxy-2-isopropyl-4-azido-benzene), C(C)(C)(C)OC(N(C1=CC=C(C=C1)N1CCOCC1)C#C)=O (ethynyl-(4-morpholin-4-yl-phenyl)-carbamic acid t-butyl ester), 4, CCOC(=O)C (AcOEt), O (H2O). The solvent is CN(C)C=O (DMF). Yields the product C(C)(C)(C)OC(N(C1=CC=C(C=C1)N1CCOCC1)C=1N(N=NC1)C1=C(C=C(C(=C1)C(C)C)OCC1=CC=CC=C1)OCC1=CC=CC=C1)=O ([3-(2,4-bis-benzyloxy-5-isopropyl-phenyl)-3H-[1,2,3]triazol-4-yl]-(4-morpholin-4-yl-phenyl)-carbamic acid tert-butyl ester). Isolated yield 62.0%. RXN SMILES: [CH2:1]([O:8][C:9]1[CH:14]=[C:13]([O:15][CH2:16][C:17]2[CH:22]=[CH:21][CH:20]=[CH:19][CH:18]=2)[C:12]([N:23]=[N+:24]=[N-:25])=[CH:11][C:10]=1[CH:26]([CH3:28])[CH3:27])[C:2]1[CH:7]=[CH:6][CH:5]=[CH:4][CH:3]=1.[C:29]([O:33][C:34](=[O:50])[N:35]([C:48]#[CH:49])[C:36]1[CH:41]=[CH:40][C:39]([N:42]2[CH2:47][CH2:46][O:45][CH2:44][CH2:43]2)=[CH:38][CH:37]=1)([CH3:32])([CH3:31])[CH3:30].CCOC(C)=O.O>CN(C=O)C>[C:29]([O:33][C:34](=[O:50])[N:35]([C:48]1[N:23]([C:12]2[CH:11]=[C:10]([CH:26]([CH3:28])[CH3:27])[C:9]([O:8][CH2:1][C:2]3[CH:3]=[CH:4][CH:5]=[CH:6][CH:7]=3)=[CH:14][C:13]=2[O:15][CH2:16][C:17]2[CH:18]=[CH:19][CH:20]=[CH:21][CH:22]=2)[N:24]=[N:25][CH:49]=1)[C:36]1[CH:37]=[CH:38][C:39]([N:42]2[CH2:43][CH2:44][O:45][CH2:46][CH2:47]2)=[CH:40][CH:41]=1)([CH3:32])([CH3:31])[CH3:30]. Procedure details: A solution of 1,5-bis-benzyloxy-2-isopropyl-4-azido-benzene (373 mg, 1 mmol) and ethynyl-(4-morpholin-4-yl-phenyl)-carbamic acid t-butyl ester (275 mg, 0.91 mmol) in DMF (2.5 ml) was flushed with nitrogen three times as previously described before adding [Cp*Ru]4 (49 mg, 0.045 mmol) and repeating the three cycle-degassing with nitrogen. The reaction mixture was stirred at RT until completion (i.e., monitored by TLC). AcOEt and H2O were then added. The organic phase was extracted four times with ...